This data is from the Open Reaction Database (ORD), a public repository of structured organic reaction records. The task is: describe an organic reaction: reactants, conditions, products, and yield The reactants are [BH4-], CN1CCNCC1, CC(=O)O, ClCCl, [Na+], O=Cc1cccc(C2c3n[nH]c(=O)c4cccc(c34)NC2c2ccccc2)c1. Product: CN1CCN(Cc2cccc(C3c4n[nH]c(=O)c5cccc(c45)NC3c3ccccc3)c2)CC1. Reaction SMILES: [BH4-:39].[CH3:32][N:33]1[CH2:34][CH2:35][NH:36][CH2:37][CH2:38]1.[CH3:41][C:42](=[O:43])[OH:44].[Cl:29][CH2:30][Cl:31].[Na+:40].[O:1]=[c:2]1[nH:3][n:4][c:5]2[c:6]3[c:7]([cH:8][cH:9][cH:10][c:11]13)[NH:12][CH:13]([c:23]1[cH:24][cH:25][cH:26][cH:27][cH:28]1)[CH:14]2[c:15]1[cH:16][c:17]([CH:18]=[O:19])[cH:20][cH:21][cH:22]1>>[O:1]=[c:2]1[nH:3][n:4][c:5]2[c:6]3[c:7]([cH:8][cH:9][cH:10][c:11]13)[NH:12][CH:13]([c:23]1[cH:24][cH:25][cH:26][cH:27][cH:28]1)[CH:14]2[c:15]1[cH:16][c:17]([CH2:18][N:36]2[CH2:35][CH2:34][N:33]([CH3:32])[CH2:38][CH2:37]2)[cH:20][cH:21][cH:22]1. Reactants: CN1C(N(C(C=2C1=C1C=CCCN1C2C2=CC=CC=C2)=O)C)=O (1,3-Dimethyl-5-phenyl-7,8-dihydropyrimido[4,5-a]indolizine-2,4(1H,3H)-dione), C1(CCCCC1)N(C1CCCCC1)C (N-cyclohexyl-N-methylcyclohexanamine), BrC1=C(C(=CC=C1)F)F (1-bromo-2,3-difluorobenzene), CN1C(N(C(C=2C1=C1C=CCCN1C2C2=CC=CC=C2)=O)C)=O (1,3-Dimethyl-5-phenyl-7,8-dihydropyrimido[4,5-a]indolizine-2,4(1H,3H)-dione), BrC1=C(C(=CC=C1)F)F (1-bromo-2,3-difluorobenzene), BrC1=C(C(=CC=C1)F)F (1-bromo-2,3-difluorobenzene). The reagents and catalysts are CC(C)(C)P([C]1[CH][CH][CH][CH]1)C(C)(C)C.CC(C)(C)P([C]1[CH][CH][CH][CH]1)C(C)(C)C.Cl[Pd]Cl.[Fe] ([1,1′-Bis(di-tert-butylphosphino)ferrocene]dichloropalladium(II)), CC(C)(C)P([C]1[CH][CH][CH][CH]1)C(C)(C)C.CC(C)(C)P([C]1[CH][CH][CH][CH]1)C(C)(C)C.Cl[Pd]Cl.[Fe] ([1,1′-Bis(di-tert-butylphosphino)ferrocene]dichloropalladium(II)), CC(C)(C)P([C]1[CH][CH][CH][CH]1)C(C)(C)C.CC(C)(C)P([C]1[CH][CH][CH][CH]1)C(C)(C)C.Cl[Pd]Cl.[Fe] ([1,1′-Bis(di-tert-butylphosphino) ferrocene]dichloropalladium(II)). Solvent: CCOC(=O)C (EtOAc), CC(=O)N(C)C (DMA). Conditions: temperature 110 celsius. Product: FC1=C(C=CC=C1F)C1=CCCN2C(=C3C(=C12)N(C(N(C3=O)C)=O)C)C3=CC=CC=C3 (10-(2,3-Difluorophenyl)-1,3-dimethyl-5-phenyl-7,8-dihydropyrimido[4,5-a]indolizine-2,4(1H,3H)-dione). As a reaction SMILES: [CH3:1][N:2]1[C:7]2=[C:8]3[N:13]([C:14]([C:15]4[CH:20]=[CH:19][CH:18]=[CH:17][CH:16]=4)=[C:6]2[C:5](=[O:21])[N:4]([CH3:22])[C:3]1=[O:23])[CH2:12][CH2:11][CH:10]=[CH:9]3.Br[C:25]1[CH:30]=[CH:29][CH:28]=[C:27]([F:31])[C:26]=1[F:32].C1(N(C)C2CCCCC2)CCCCC1>CC(N(C)C)=O.CCOC(C)=O.CC(P(C(C)(C)C)[C]1[CH][CH][CH][CH]1)(C)C.CC(P(C(C)(C)C)[C]1[CH][CH][CH][CH]1)(C)C.Cl[Pd]Cl.[Fe]>[F:31][C:27]1[C:26]([F:32])=[CH:25][CH:30]=[CH:29][C:28]=1[C:9]1[C:8]2[N:13]([C:14]([C:15]3[CH:20]=[CH:19][CH:18]=[CH:17][CH:16]=3)=[C:6]3[C:5](=[O:21])[N:4]([CH3:22])[C:3](=[O:23])[N:2]([CH3:1])[C:7]3=2)[CH2:12][CH2:11][CH:10]=1 |f:5.6.7.8,^1:65,66,67,68,69,79,80,81,82,83|. Reported procedure: 1,3-Dimethyl-5-phenyl-7,8-dihydropyrimido[4,5-a]indolizine-2,4(1H,3H)-dione (Intermediate I) (180 mg, 0.586 mmol), 1-bromo-2,3-difluorobenzene (commercially available) (0.085 mL, 0.761 mmol) and N-cyclohexyl-N-methylcyclohexanamine (commercially available) (0.251 mL, 1.171 mmol) were combined in DMA (2.5 mL) and the mixture sparged with nitrogen for 30 min. [1,1′-Bis(di-tert-butylphosphino)ferrocene]dichloropalladium(II) (commercially available) (38.2 mg, 0.059 mmol) was then added and the mixtu... Reactants: C#Cc1ccc(C(C)(C)CCC(C)C)cc1, C[Al](C)C, CCCCCC, CC(C)CCC(=O)c1ccc(Br)cc1. The product is CC(C)CCC(C)(C)c1ccc(Br)cc1. RXN SMILES: [CH3:1][C:2]([CH2:3][CH2:4][CH:5]([CH3:6])[CH3:7])([CH3:8])[c:9]1[cH:10][cH:11][c:12]([C:15]#[CH:16])[cH:13][cH:14]1.[CH3:31][Al:32]([CH3:33])[CH3:34].[CH3:35][CH2:36][CH2:37][CH2:38][CH2:39][CH3:40].[O:17]=[C:18]([c:19]1[cH:20][cH:21][c:22]([Br:30])[cH:23][cH:24]1)[CH2:25][CH2:26][CH:27]([CH3:28])[CH3:29]>>[CH3:1][C:2]([CH2:3][CH2:4][CH:5]([CH3:6])[CH3:7])([CH3:8])[c:9]1[cH:10][cH:11][c:12]([Br:30])[cH:13][cH:14]1. Reaction conditions: time 8 hour. The reagents and catalysts are CN(C1=CC=NC=C1)C (4-dimethylaminopyridine), CC(=O)O (HOAc). The solvent is CCOC(=O)C (EtOAc), C1CCOC1 (THF). Yields the product C12(CC3CC(CC(C1)C3)C2)OC([C@H](NC(=O)OCC2=CC=CC=C2)C)=O (N-Benzyloxycarbonyl-D-alanine 1-Adamantyl Ester). Starting materials: C1CCC(CC1)N=C=NC2CCCCC2 (DCC), C12(CC3CC(CC(C1)C3)C2)O (1-adamantanol), C(C1=CC=CC=C1)OC(=O)N[C@H](C)C(=O)O (N-Benzyloxycarbonyl-D-alanine). Procedure: N-Benzyloxycarbonyl-D-alanine (11.15 g, 50 mmol) was dissolved in 250 mL THF and treated with DCC (10.3 g, 50 mmol), 1-adamantanol (7.7 g, 51 mmol) and 1.45 g of 4-dimethylaminopyridine. The reaction mixture was stirred at room temperature. At the end of 24 hours, a few drops of HOAc was added and the reaction mixture was stirred for an additional 15 minutes. DCU was filtered off, the filtrate was evaporated to dryness under reduced pressure. The oily residue so obtained was dissolved in EtOAc a... Reaction SMILES: [CH2:1]([O:8][C:9]([NH:11][C@@H:12]([C:14]([OH:16])=[O:15])[CH3:13])=[O:10])[C:2]1[CH:7]=[CH:6][CH:5]=[CH:4][CH:3]=1.C1CCC(N=C=NC2CCCCC2)CC1.[C:32]12(O)[CH2:41][CH:36]3[CH2:37][CH:38]([CH2:40][CH:34]([CH2:35]3)[CH2:33]1)[CH2:39]2>C1COCC1.CN(C)C1C=CN=CC=1.CC(O)=O.CCOC(C)=O>[C:32]12([O:15][C:14](=[O:16])[C@@H:12]([CH3:13])[NH:11][C:9]([O:8][CH2:1][C:2]3[CH:3]=[CH:4][CH:5]=[CH:6][CH:7]=3)=[O:10])[CH2:41][CH:36]3[CH2:37][CH:38]([CH2:40][CH:34]([CH2:35]3)[CH2:33]1)[CH2:39]2. Reactants: C(C)N(CCN1C(C2=C(CC1)NC(=C2C)C=O)=O)CC (5-(2-diethylamino-ethyl)-3-methyl-4-oxo-4,5,6,7-tetrahydro-1H-pyrrolo[3,2-c]pyridine-2-carbaldehyde), FC=1C=C2CC(NC2=CC1NC(C(C)(C)O)=O)=O (N-(5-fluoro-2-oxo-2,3-dihydro-1H-indol-6-yl)-2-hydroxy-2-methyl-propionamide). Product: C(C)N(CCN1C(C2=C(CC1)NC(=C2C)C=C2C(NC1=CC(=C(C=C21)F)NC(C(C)(C)O)=O)=O)=O)CC (N-{3-[5-(2-diethylamino-ethyl)-3-methyl-4-oxo-4,5,6,7-tetrahydro-1H-pyrrolo[3,2-c]pyridin-2-ylmethylene]-5-fluoro-2-oxo-2,3-dihydro-1H-indol-6-yl}-2-hydroxy-2-methyl-propionamide). The yield is 65.7%. Reaction SMILES: [CH2:1]([N:3]([CH2:19][CH3:20])[CH2:4][CH2:5][N:6]1[CH2:11][CH2:10][C:9]2[NH:12][C:13]([CH:16]=O)=[C:14]([CH3:15])[C:8]=2[C:7]1=[O:18])[CH3:2].[F:21][C:22]1[CH:23]=[C:24]2[C:28](=[CH:29][C:30]=1[NH:31][C:32](=[O:37])[C:33]([OH:36])([CH3:35])[CH3:34])[NH:27][C:26](=[O:38])[CH2:25]2>>[CH2:1]([N:3]([CH2:19][CH3:20])[CH2:4][CH2:5][N:6]1[CH2:11][CH2:10][C:9]2[NH:12][C:13]([CH:16]=[C:25]3[C:24]4[C:28](=[CH:29][C:30]([NH:31][C:32](=[O:37])[C:33]([OH:36])([CH3:34])[CH3:35])=[C:22]([F:21])[CH:23]=4)[NH:27][C:26]3=[O:38])=[C:14]([CH3:15])[C:8]=2[C:7]1=[O:18])[CH3:2]. Reported procedure: The title compound was prepared under the same conditions as described in Example 1 with 5-(2-diethylamino-ethyl)-3-methyl-4-oxo-4,5,6,7-tetrahydro-1H-pyrrolo[3,2-c]pyridine-2-carbaldehyde and N-(5-fluoro-2-oxo-2,3-dihydro-1H-indol-6-yl)-2-hydroxy-2-methyl-propionamide as starting materials to give N-{3-[5-(2-diethylamino-ethyl)-3-methyl-4-oxo-4,5,6,7-tetrahydro-1H-pyrrolo[3,2-c]pyridin-2-ylmethylene]-5-fluoro-2-oxo-2,3-dihydro-1H-indol-6-yl}-2-hydroxy-2-methyl-propionamide (48 mg, 65.7%) as a y...